From a dataset of the Open Reaction Database (ORD), a public repository of structured organic reaction records. describe an organic reaction: reactants, conditions, products, and yield Starting materials: C(C1=CC=CC=C1)OC1=CC(N(C=C1)CC(=O)C1=CC=C(C=C1)CBr)=O (4-Benzyloxy-1-[2-(4-bromomethyl-phenyl)-2-oxo-ethyl]-1H-pyridin-2-one), C(C1=CC=CC=C1)OC1=CC(N(N=C1)CC(=O)C1=CC=C(C=C1)CO)=O (5-Benzyloxy-2-[2-(4-hydroxymethyl-phenyl)-2-oxo-ethyl]-2H-pyridazin-3-one), P(Br)(Br)Br (phosphorus tribromide). Procedure details: 5-Benzyloxy-2-[2-(4-bromomethyl-phenyl)-2-oxo-ethyl]-2H-pyridazin-3-one is prepared following preparation 15c from 9.40 g (26.8 mmol) 5-benzyloxy-2-[2-(4-hydroxymethyl-phenyl)-2-oxo-ethyl]-2H-pyridazin-3-one (preparation 17a) and 2.52 mL (26.8 mmol) phosphorus tribromide. RXN SMILES: [CH2:1]([O:8][C:9]1[CH:14]=C[N:12]([CH2:15][C:16]([C:18]2[CH:23]=[CH:22][C:21]([CH2:24][Br:25])=[CH:20][CH:19]=2)=[O:17])[C:11](=[O:26])[CH:10]=1)[C:2]1[CH:7]=[CH:6][CH:5]=[CH:4][CH:3]=1.C(OC1C=N[N:38](CC(C2C=CC(CO)=CC=2)=O)C(=O)C=1)C1C=CC=CC=1.P(Br)(Br)Br>>[CH2:1]([O:8][C:9]1[CH:14]=[N:38][N:12]([CH2:15][C:16]([C:18]2[CH:23]=[CH:22][C:21]([CH2:24][Br:25])=[CH:20][CH:19]=2)=[O:17])[C:11](=[O:26])[CH:10]=1)[C:2]1[CH:7]=[CH:6][CH:5]=[CH:4][CH:3]=1. Product: C(C1=CC=CC=C1)OC1=CC(N(N=C1)CC(=O)C1=CC=C(C=C1)CBr)=O (5-Benzyloxy-2-[2-(4-bromomethyl-phenyl)-2-oxo-ethyl]-2H-pyridazin-3-one). The reactants are [BH4-].[Na+] (NaBH4), O (H2O), ClC1=CC(=NC(=C1)C(F)(F)F)C(=O)OC (methyl 4-chloro-6-trifluoromethylpyridine-2-carboxylate), [N-]=[N+]=[N-].[Na+] (NaN3), O (H2O). Solvent: CO (MeOH), CN(C)C=O (DMF). Run at temperature 70 celsius, time 0.5 hour. Product: NC1=CC(=NC(=C1)C(F)(F)F)C(=O)OC (Methyl 4-Amino-6-trifluoromethylpyridine-2-carboxylate). RXN SMILES: Cl[C:2]1[CH:7]=[C:6]([C:8]([F:11])([F:10])[F:9])[N:5]=[C:4]([C:12]([O:14][CH3:15])=[O:13])[CH:3]=1.[N-:16]=[N+]=[N-].[Na+].O.[BH4-].[Na+]>CN(C=O)C.CO>[NH2:16][C:2]1[CH:7]=[C:6]([C:8]([F:11])([F:10])[F:9])[N:5]=[C:4]([C:12]([O:14][CH3:15])=[O:13])[CH:3]=1 |f:1.2,4.5|. Procedure: To a solution of methyl 4-chloro-6-trifluoromethylpyridine-2-carboxylate (2.44 g, 10.2 mmol) in aqueous DMF was added NaN3 (0.7 g, 10.8 mmol). The resulting mixture was heated at 70° C. for 18 hr, added to H2O and extracted (3×) with Et2O. The organic layer was concentrated to yield a white solid that was dissolved in 10 mL of MeOH. Excess NaBH4 was added and the reaction mixture stirred at RT for 0.5 hr. This material was added to H2O, extracted (3×) with Et2O. The extract was dried over MgSO4 ... Reactants: O=C(n1ccnc1)n1ccnc1, CNc1cc(OC)c(C(=O)O)cc1Cl, NC1C2CCN(CC2)C1CN1CCCCC1, C1CCOC1. Product: CNc1cc(OC)c(C(=O)NC2C3CCN(CC3)C2CN2CCCCC2)cc1Cl. As a reaction SMILES: [C:15]([n:16]1[cH:17][cH:18][n:19][cH:20]1)([n:21]1[cH:22][cH:23][n:24][cH:25]1)=[O:26].[Cl:1][c:2]1[c:3]([NH:13][CH3:14])[cH:4][c:5]([O:11][CH3:12])[c:6]([C:7](=[O:8])[OH:9])[cH:10]1.[N:27]1([CH2:33][CH:34]2[N:35]3[CH2:36][CH2:37][CH:38]([CH:39]2[NH2:40])[CH2:41][CH2:42]3)[CH2:28][CH2:29][CH2:30][CH2:31][CH2:32]1.[O:43]1[CH2:44][CH2:45][CH2:46][CH2:47]1>>[Cl:1][c:2]1[c:3]([NH:13][CH3:14])[cH:4][c:5]([O:11][CH3:12])[c:6]([C:7](=[O:9])[NH:40][CH:39]2[CH:34]([CH2:33][N:27]3[CH2:28][CH2:29][CH2:30][CH2:31][CH2:32]3)[N:35]3[CH2:36][CH2:37][CH:38]2[CH2:41][CH2:42]3)[cH:10]1. The reactants are [Al+3], C1CNCCN1, Clc1cncc(OCCCCOc2ccccc2)n1, [H-], [H-], [H-], [H-], [K+], [K+], [Li+], O=C([O-])[O-]. Product: c1ccc(OCCCCOc2cncc(N3CCNCC3)n2)cc1. Reaction SMILES: [Al+3:33].[CH2:20]1[CH2:21][NH:22][CH2:23][CH2:24][NH:25]1.[Cl:1][c:2]1[n:3][c:4]([O:8][CH2:9][CH2:10][CH2:11][CH2:12][O:13][c:14]2[cH:15][cH:16][cH:17][cH:18][cH:19]2)[cH:5][n:6][cH:7]1.[H-:32].[H-:35].[H-:36].[H-:37].[K+:26].[K+:27].[Li+:34].[O-:28][C:29]([O-:30])=[O:31]>>[c:2]1([N:22]2[CH2:21][CH2:20][NH:25][CH2:24][CH2:23]2)[n:3][c:4]([O:8][CH2:9][CH2:10][CH2:11][CH2:12][O:13][c:14]2[cH:15][cH:16][cH:17][cH:18][cH:19]2)[cH:5][n:6][cH:7]1.